Dataset: the Open Reaction Database (ORD), a public repository of structured organic reaction records. Task: describe an organic reaction: reactants, conditions, products, and yield Yields the product CC(C)n1ccc2c(C=O)cccc21. The reactants are CC(C)C[Al+]CC(C)C, CC(C)OC(=O)c1cccc2c1ccn2C(C)C, [H-]. As a reaction SMILES: [CH2:20]([Al+:21][CH2:22][CH:23]([CH3:24])[CH3:25])[CH:26]([CH3:27])[CH3:28].[CH:1]([CH3:2])([CH3:3])[n:4]1[cH:5][cH:6][c:7]2[c:8]([C:13](=[O:14])[O:15][CH:16]([CH3:17])[CH3:18])[cH:9][cH:10][cH:11][c:12]12.[H-:19]>>[CH:1]([CH3:2])([CH3:3])[n:4]1[cH:5][cH:6][c:7]2[c:8]([CH:13]=[O:14])[cH:9][cH:10][cH:11][c:12]12. Reaction SMILES: [CH3:1][c:2]1[cH:3][cH:4][c:5]([CH2:6][NH:7][c:8]2[cH:9][cH:10][c:11]([S:14](=[O:15])(=[O:16])[N:17]([CH2:18][c:19]3[cH:20][cH:21][c:22]([O:25][CH3:26])[cH:23][cH:24]3)[CH2:27][c:28]3[cH:29][cH:30][c:31]([O:34][CH3:35])[cH:32][cH:33]3)[cH:12][cH:13]2)[cH:36][cH:37]1.[CH3:38][S:39](=[O:40])(=[O:41])[CH:42]=[CH2:43].[H-:44].[Na+:45].[O:46]=[CH:47][N:48]([CH3:49])[CH3:50]>>[CH3:1][c:2]1[cH:3][cH:4][c:5]([CH2:6][N:7]([c:8]2[cH:9][cH:10][c:11]([S:14](=[O:15])(=[O:16])[N:17]([CH2:18][c:19]3[cH:20][cH:21][c:22]([O:25][CH3:26])[cH:23][cH:24]3)[CH2:27][c:28]3[cH:29][cH:30][c:31]([O:34][CH3:35])[cH:32][cH:33]3)[cH:12][cH:13]2)[CH2:43][CH2:42][S:39]([CH3:38])(=[O:40])=[O:41])[cH:36][cH:37]1. The product is COc1ccc(CN(Cc2ccc(OC)cc2)S(=O)(=O)c2ccc(N(CCS(C)(=O)=O)Cc3ccc(C)cc3)cc2)cc1. Reactants: COc1ccc(CN(Cc2ccc(OC)cc2)S(=O)(=O)c2ccc(NCc3ccc(C)cc3)cc2)cc1, C=CS(C)(=O)=O, [H-], [Na+], CN(C)C=O. Reactants: COCCOC, CS(=O)(=O)c1nc(N)nc(-c2ccccc2)c1C#N, NCCc1ccccc1. Yields the product N#Cc1c(NCCc2ccccc2)nc(N)nc1-c1ccccc1. Reaction SMILES: [CH3:29][O:30][CH2:31][CH2:32][O:33][CH3:34].[NH2:1][c:2]1[n:3][c:4](-[c:14]2[cH:15][cH:16][cH:17][cH:18][cH:19]2)[c:5]([C:12]#[N:13])[c:6]([S:8]([CH3:9])(=[O:10])=[O:11])[n:7]1.[NH2:20][CH2:21][CH2:22][c:23]1[cH:24][cH:25][cH:26][cH:27][cH:28]1>>[NH2:1][c:2]1[n:3][c:4](-[c:14]2[cH:15][cH:16][cH:17][cH:18][cH:19]2)[c:5]([C:12]#[N:13])[c:6]([NH:20][CH2:21][CH2:22][c:23]2[cH:24][cH:25][cH:26][cH:27][cH:28]2)[n:7]1. Reactants: CC(=O)O, CCOC(=O)COc1c(C(=O)OC)sc2c1sc1c(N)cccc12, O=C1CCCCC1. The product is CCOC(=O)COc1c(C(=O)OC)sc2c1sc1c(NC3CCCCC3)cccc12. RXN SMILES: [C:32]([OH:33])(=[O:34])[CH3:35].[CH3:1][O:2][C:3](=[O:4])[c:5]1[c:6]([O:18][CH2:19][C:20](=[O:21])[O:22][CH2:23][CH3:24])[c:7]2[c:8]([c:9]3[cH:10][cH:11][cH:12][c:13]([NH2:16])[c:14]3[s:15]2)[s:17]1.[O:25]=[C:26]1[CH2:27][CH2:28][CH2:29][CH2:30][CH2:31]1>>[CH3:1][O:2][C:3](=[O:4])[c:5]1[c:6]([O:18][CH2:19][C:20](=[O:21])[O:22][CH2:23][CH3:24])[c:7]2[c:8]([c:9]3[cH:10][cH:11][cH:12][c:13]([NH:16][CH:26]4[CH2:27][CH2:28][CH2:29][CH2:30][CH2:31]4)[c:14]3[s:15]2)[s:17]1. The reactants are C(C)(=O)NC1=CC(=C(C(=O)O)C=C1Cl)OC (4-Acetylamino-5-chloro-2-methoxybenzoic acid), S(=O)(Cl)Cl (thionyl chloride), NN1CCN(CC1)CC1=CC=CS1 (N-amino-N'-2-thenylpiperazine). The solvent is [OH-].[Na+] (sodium hydroxide). Run at time 6 hour. Yields the product C(C)(=O)NC1=CC(=C(C(=O)NN2CCN(CC2)CC2=CC=CS2)C=C1Cl)OC (4-acetylamino-5-chloro-2-methoxy-N-[1-(2-thenyl)-4-piperazinyl]-benzamide). Isolated yield 63.9%. RXN SMILES: [C:1]([NH:4][C:5]1[C:13]([Cl:14])=[CH:12][C:8]([C:9]([OH:11])=O)=[C:7]([O:15][CH3:16])[CH:6]=1)(=[O:3])[CH3:2].S(Cl)(Cl)=O.[NH2:21][N:22]1[CH2:27][CH2:26][N:25]([CH2:28][C:29]2[S:33][CH:32]=[CH:31][CH:30]=2)[CH2:24][CH2:23]1>[OH-].[Na+]>[C:1]([NH:4][C:5]1[C:13]([Cl:14])=[CH:12][C:8]([C:9]([NH:21][N:22]2[CH2:27][CH2:26][N:25]([CH2:28][C:29]3[S:33][CH:32]=[CH:31][CH:30]=3)[CH2:24][CH2:23]2)=[O:11])=[C:7]([O:15][CH3:16])[CH:6]=1)(=[O:3])[CH3:2] |f:3.4|. Procedure: 4-Acetylamino-5-chloro-2-methoxybenzoic acid (3.67 g, 0.015 mole) was treated with thionyl chloride (30 ml) at 50° for 1/2 hour. The mixture was evaporated in vacuo and the residue azeotroped twice with anhydrous toluene (100 ml), redissolved in hot anhydrous toluene (150 ml) and filtered. Triethylamine (2 ml) was added to the filtrate followed by N-amino-N'-2-thenylpiperazine (2.70 g, 0.0137 mole) and the reaction left for 6 hours at room temperature. The mixture was basified with 10% sodium hy... Starting materials: COCCl, [H-], [Na+], O=C1CCN(c2ccccc2)c2ccccc2N1, C1CCOC1. Yields the product COCN1C(=O)CCN(c2ccccc2)c2ccccc21. Reaction SMILES: [CH3:21][O:22][CH2:23][Cl:24].[H-:19].[Na+:20].[O:1]=[C:2]1[CH2:3][CH2:4][N:5]([c:13]2[cH:14][cH:15][cH:16][cH:17][cH:18]2)[c:6]2[c:7]([cH:9][cH:10][cH:11][cH:12]2)[NH:8]1.[O:25]1[CH2:26][CH2:27][CH2:28][CH2:29]1>>[O:1]=[C:2]1[CH2:3][CH2:4][N:5]([c:13]2[cH:14][cH:15][cH:16][cH:17][cH:18]2)[c:6]2[c:7]([cH:9][cH:10][cH:11][cH:12]2)[N:8]1[CH2:23][O:22][CH3:21]. Starting materials: NC=1C(NC2=CC=CC=C2C1)=O (3-amino-quinoline-2-(1H)-one), C(C1=CC=CC=C1)OC(=O)Cl (benzylchloroformate), [OH-].[Na+] (sodium hydroxide), Heterocyclic, O1CCOCC1 (dioxane), [OH-].[Na+] (sodium hydroxide). Solvent: O (water), C(Cl)Cl (methylene chloride). Conditions: temperature 0 celsius, time 2 hour. Yields the product C(C1=CC=CC=C1)OC(=O)NC=1C(NC2=CC=CC=C2C1)=O (3-[(Benzyloxycarbonyl)amino]-quinoline-2-one). Isolated yield 35.1%. RXN SMILES: [NH2:1][C:2]1[C:3](=[O:12])[NH:4][C:5]2[C:10]([CH:11]=1)=[CH:9][CH:8]=[CH:7][CH:6]=2.O1CCOCC1.[OH-].[Na+].[CH2:21]([O:28][C:29](Cl)=[O:30])[C:22]1[CH:27]=[CH:26][CH:25]=[CH:24][CH:23]=1>C(Cl)Cl.O>[CH2:21]([O:28][C:29]([NH:1][C:2]1[C:3](=[O:12])[NH:4][C:5]2[C:10]([CH:11]=1)=[CH:9][CH:8]=[CH:7][CH:6]=2)=[O:30])[C:22]1[CH:27]=[CH:26][CH:25]=[CH:24][CH:23]=1 |f:2.3|. Procedure: To a solution containing 0.5 g (3.10 mmol) of 3-amino-quinoline-2-(1H)-one described by Anderson, et. al. (J. Heterocyclic Chem., 30:1533 (1993)) in 40 mL, of dioxane under a nitrogen atmosphere was added 0.14 g (3.4 mmol) of sodium hydroxide in 14 ml, of water. The reaction mixture was cooled to 0° C., followed by the addition of 0.50 mL (3.4 mmol) of benzylchloroformate. The pH of the reaction was maintained above 8.0 with additional 1 N sodium hydroxide. The reaction was allowed to warm to ro... As a reaction SMILES: [C:23](=[O:24])([O-:25])[O-:26].[CH:1]1([C:7](=[O:8])[O:9][CH2:10][CH3:11])[CH2:2][CH:3]=[CH:4][CH2:5][CH2:6]1.[Cl:29][CH2:30][Cl:31].[Na+:27].[Na+:28].[OH:12][O:13][C:14]([c:15]1[cH:16][c:17]([Cl:18])[cH:19][cH:20][cH:21]1)=[O:22]>>[CH:1]1([C:7](=[O:8])[O:9][CH2:10][CH3:11])[CH2:2][CH:3]2[CH:4]([CH2:5][CH2:6]1)[O:12]2. Reactants: O=C([O-])[O-], CCOC(=O)C1CC=CCC1, ClCCl, [Na+], [Na+], O=C(OO)c1cccc(Cl)c1. The product is CCOC(=O)C1CCC2OC2C1.